Dataset: the Open Reaction Database (ORD), a public repository of structured organic reaction records. Task: describe an organic reaction: reactants, conditions, products, and yield Reactants: [Al+3], O=C1COC(COc2cccc3c2CC=C3)CN1Cc1ccccc1, [H-], [H-], [H-], [H-], [Li+], C1CCOC1. Yields the product C1=Cc2cccc(OCC3CN(Cc4ccccc4)CCO3)c2C1. As a reaction SMILES: [Al+3:2].[CH2:7]([c:8]1[cH:9][cH:10][cH:11][cH:12][cH:13]1)[N:14]1[CH2:15][CH:16]([CH2:21][O:22][c:23]2[cH:24][cH:25][cH:26][c:27]3[c:31]2[CH2:30][CH:29]=[CH:28]3)[O:17][CH2:18][C:19]1=[O:20].[H-:1].[H-:4].[H-:5].[H-:6].[Li+:3].[O:32]1[CH2:33][CH2:34][CH2:35][CH2:36]1>>[CH2:7]([c:8]1[cH:9][cH:10][cH:11][cH:12][cH:13]1)[N:14]1[CH2:15][CH:16]([CH2:21][O:22][c:23]2[cH:24][cH:25][cH:26][c:27]3[c:31]2[CH2:30][CH:29]=[CH:28]3)[O:17][CH2:18][CH2:19]1. Starting materials: C(C1=CC=CC=C1)(=O)N1CCC(CC1)CO (N-benzoyl-4-hydroxymethylpiperidine), C(C1=CC=CC=C1)(=O)N1CCC(CC1)CO (N-benzoyl-4-hydroxymethylpiperidine), S(=O)(Cl)Cl (thionyl chloride). Run in ClCCl (dichloromethane). Run at temperature 35 celsius, time 8 hour. Yields the product C(C1=CC=CC=C1)(=O)N1CCC(CC1)CCl (N-benzoyl-4-chloromethylpiperidine). RXN SMILES: [C:1]([N:9]1[CH2:14][CH2:13][CH:12]([CH2:15]O)[CH2:11][CH2:10]1)(=[O:8])[C:2]1[CH:7]=[CH:6][CH:5]=[CH:4][CH:3]=1.S(Cl)([Cl:19])=O>ClCCl>[C:1]([N:9]1[CH2:14][CH2:13][CH:12]([CH2:15][Cl:19])[CH2:11][CH2:10]1)(=[O:8])[C:2]1[CH:7]=[CH:6][CH:5]=[CH:4][CH:3]=1. Reported procedure: To 800 ml of the dichloromethane solution of N-benzoyl-4-hydroxymethylpiperidine (C) obtained in Example 2, which contains about 1 mol of N-benzoyl-4-hydroxymethylpiperidine, there was added dropwise 109 ml (1.5 mol) of thionyl chloride over 2 hours with keeping the reaction temperature at 25° to 30° C. Then the obtained reaction mixture was stirred at room temperature for 1 hour and at 35° C. for 8 hours. After the completion of the reaction, the solvent and the excess of thionyl chloride were ... The reactants are CCCC[Sn](CCCC)(CCCC)C(I)CC(C)(C)c1ccc(Cl)cc1, C1CCOC1, O. Yields the product CCCC[Sn](C=CC(C)(C)c1ccc(Cl)cc1)(CCCC)CCCC. RXN SMILES: [Cl:1][c:2]1[cH:3][cH:4][c:5]([C:8]([CH2:9][CH:10]([Sn:11]([CH2:12][CH2:13][CH2:14][CH3:15])([CH2:16][CH2:17][CH2:18][CH3:19])[CH2:20][CH2:21][CH2:22][CH3:23])[I:24])([CH3:25])[CH3:26])[cH:6][cH:7]1.[O:27]1[CH2:28][CH2:29][CH2:30][CH2:31]1.[OH2:32]>>[Cl:1][c:2]1[cH:3][cH:4][c:5]([C:8]([CH:9]=[CH:10][Sn:11]([CH2:12][CH2:13][CH2:14][CH3:15])([CH2:16][CH2:17][CH2:18][CH3:19])[CH2:20][CH2:21][CH2:22][CH3:23])([CH3:25])[CH3:26])[cH:6][cH:7]1. The reactants are BrC(Br)(Br)Br, CCN1CCCC(CO)C1, C1CCOC1. Yields the product CCN1CCCC(CBr)C1. As a reaction SMILES: [C:11]([Br:12])([Br:13])([Br:14])[Br:15].[CH2:1]([CH3:2])[N:3]1[CH2:4][CH:5]([CH2:9][OH:10])[CH2:6][CH2:7][CH2:8]1.[O:16]1[CH2:17][CH2:18][CH2:19][CH2:20]1>>[CH2:1]([CH3:2])[N:3]1[CH2:4][CH:5]([CH2:9][Br:12])[CH2:6][CH2:7][CH2:8]1.